This data is from the Open Reaction Database (ORD), a public repository of structured organic reaction records. The task is: describe an organic reaction: reactants, conditions, products, and yield RXN SMILES: [OH:1][CH2:2][CH2:3][C:4]1[N:5]=[N:6][N:7]([C:9]2[CH2:10][C@@H:11]3[CH2:28][C:27](=[O:29])[N:12]3[C:13]=2[C:14]([O:16]CC2C=CC([N+]([O-])=O)=CC=2)=[O:15])[CH:8]=1.N1(CCCS(O)(=O)=O)CCOCC1>O1CCOCC1.O.C(O)C.[Pd]>[OH:1][CH2:2][CH2:3][C:4]1[N:5]=[N:6][N:7]([C:9]2[CH2:10][C@@H:11]3[CH2:28][C:27](=[O:29])[N:12]3[C:13]=2[C:14]([OH:16])=[O:15])[CH:8]=1. Run at time 40 minute. Reagents/catalysts: [Pd] (palladium on charcoal). Reported procedure: A solution of p-nitrobenzyl 2-(4-[2-hydroxyethyl]-1,2,3-triazol-1-yl)-carbapen-2-em-3-carboxylate (3.5 mg, 8.8 micromol) in dioxane (300 microliter), deionized water (180 microliter), absolute ethanol (24 microliter), and pH 7.0 4-morpholinepropanesulfonic acid buffer (60 microliter of 0.5M) was shaken with 10% (w/w) palladium on charcoal (7.0 mg) under hydrogen (50 psig) at ambient temperature. After 40 min. the mixture was centrifuged and the pellet washed with deionized water (3×0.5 ml). The ... Reactants: OCCC=1N=NN(C1)C=1C[C@H]2N(C1C(=O)OCC1=CC=C(C=C1)[N+](=O)[O-])C(C2)=O (p-nitrobenzyl 2-(4-[2-hydroxyethyl]-1,2,3-triazol-1-yl)-carbapen-2-em-3-carboxylate), N1(CCOCC1)CCCS(=O)(=O)O (4-morpholinepropanesulfonic acid). Product: solution, OCCC=1N=NN(C1)C=1C[C@H]2N(C1C(=O)O)C(C2)=O (2-(4-[2-hydroxyethyl]-1,2,3-triazol-1-yl)-carbapen-2-em-3-carboxylic acid). Solvent: O1CCOCC1 (dioxane), O (water), C(C)O (ethanol). Starting materials: CCOC(=O)C(=O)C(C)Br, COCCOC, Nc1ccc(F)cn1. Yields the product [Br-], CCOC(=O)C(=O)C(C)[n+]1cc(F)ccc1N. Reaction SMILES: [Br:9][CH:10]([C:11]([C:12](=[O:13])[O:14][CH2:15][CH3:16])=[O:17])[CH3:18].[CH3:19][O:20][CH2:21][CH2:22][O:23][CH3:24].[NH2:1][c:2]1[n:3][cH:4][c:5]([F:8])[cH:6][cH:7]1>>[Br-:9].[NH2:1][c:2]1[n+:3]([CH:10]([C:11]([C:12](=[O:13])[O:14][CH2:15][CH3:16])=[O:17])[CH3:18])[cH:4][c:5]([F:8])[cH:6][cH:7]1.